The task is: describe an organic reaction: reactants, conditions, products, and yield. This data is from the Open Reaction Database (ORD), a public repository of structured organic reaction records. The reactants are [I-].[K+] (potassium iodide), BrC=1C=CC2=C(C(=NCC=3N2C(=NN3)CCl)C3=CC=CC=C3)C1 (8-bromo-1-(chloromethyl)-6-phenyl-4H-s-triazolo-[4,3-a][1,4]benzodiazepine), C1(CC1)N (cyclopropylamine). The solvent is O1CCCC1 (tetrahydrofuran). Yields the product BrC=1C=CC2=C(C(=NCC=3N2C(=NN3)CNC3CC3)C3=CC=CC=C3)C1 (8-bromo-1-[(cyclopropylamino)methyl]-6-phenyl-4H-s-triazolo[4,3-a][1,4]benzodiazepine). Reaction SMILES: [I-].[K+].[Br:3][C:4]1[CH:5]=[CH:6][C:7]2[N:13]3[C:14]([CH2:17]Cl)=[N:15][N:16]=[C:12]3[CH2:11][N:10]=[C:9]([C:19]3[CH:24]=[CH:23][CH:22]=[CH:21][CH:20]=3)[C:8]=2[CH:25]=1.[CH:26]1([NH2:29])[CH2:28][CH2:27]1>O1CCCC1>[Br:3][C:4]1[CH:5]=[CH:6][C:7]2[N:13]3[C:14]([CH2:17][NH:29][CH:26]4[CH2:28][CH2:27]4)=[N:15][N:16]=[C:12]3[CH2:11][N:10]=[C:9]([C:19]3[CH:24]=[CH:23][CH:22]=[CH:21][CH:20]=3)[C:8]=2[CH:25]=1 |f:0.1|. Reported procedure: In the manner given in Example 1, potassium iodide and 8-bromo-1-(chloromethyl)-6-phenyl-4H-s-triazolo-[4,3-a][1,4]benzodiazepine in tetrahydrofuran is treated with cyclopropylamine to give 8-bromo-1-[(cyclopropylamino)methyl]-6-phenyl-4H-s-triazolo[4,3-a][1,4]benzodiazepine